From a dataset of the Open Reaction Database (ORD), a public repository of structured organic reaction records. describe an organic reaction: reactants, conditions, products, and yield The reactants are CC(C)OC(=NC#N)c1cccnc1, CO, NCC(c1ccccc1)c1ccccc1. The product is N#CNC(=NCC(c1ccccc1)c1ccccc1)c1cccnc1. Reaction SMILES: [C:1](#[N:2])[N:3]=[C:4]([O:5][CH:6]([CH3:7])[CH3:8])[c:9]1[cH:10][n:11][cH:12][cH:13][cH:14]1.[CH3:30][OH:31].[c:15]1([CH:21]([CH2:22][NH2:23])[c:24]2[cH:25][cH:26][cH:27][cH:28][cH:29]2)[cH:16][cH:17][cH:18][cH:19][cH:20]1>>[C:1](#[N:2])[NH:3][C:4]([c:9]1[cH:10][n:11][cH:12][cH:13][cH:14]1)=[N:23][CH2:22][CH:21]([c:15]1[cH:16][cH:17][cH:18][cH:19][cH:20]1)[c:24]1[cH:25][cH:26][cH:27][cH:28][cH:29]1. Reactants: NC1=NC(N(C2=NC(=C(N=C12)C)C)[C@H]1C[C@H](O)[C@H](O1)CO)=O (4-Amino-6,7-dimethyl-1-(2-deoxy-β-D-ribofuranosyl)-pteridine-2-one), [Cl-].C[N+]1=CN(C=C1)C(=O)OCCC1=CC=C(C=C1)[N+](=O)[O-] (1-methyl-3-[2(4-nitrophenyl)ethoxycarbonyl]imidazolium chloride), O (H2O). Solvent: CN(C)C=O (DMF). Yields the product CC=1N=C2C(=NC(N(C2=NC1C)[C@H]1C[C@H](O)[C@H](O1)CO)=O)NC(=O)OCCC1=CC=C(C=C1)[N+](=O)[O-] (6,7-Dimethyl-4[-2-(4-nitrophenyl)ethoxycarbonyl]amino-1-(2-deoxy-β-D-ribofuranosyl)-pteridine-2-one). RXN SMILES: [NH2:1][C:2]1[C:11]2[C:6](=[N:7][C:8]([CH3:13])=[C:9]([CH3:12])[N:10]=2)[N:5]([C@@H:14]2[O:19][C@H:18]([CH2:20][OH:21])[C@@H:16]([OH:17])[CH2:15]2)[C:4](=[O:22])[N:3]=1.[Cl-].C[N+]1C=CN([C:30]([O:32][CH2:33][CH2:34][C:35]2[CH:40]=[CH:39][C:38]([N+:41]([O-:43])=[O:42])=[CH:37][CH:36]=2)=[O:31])C=1.O>CN(C=O)C>[CH3:12][C:9]1[N:10]=[C:11]2[C:6](=[N:7][C:8]=1[CH3:13])[N:5]([C@@H:14]1[O:19][C@H:18]([CH2:20][OH:21])[C@@H:16]([OH:17])[CH2:15]1)[C:4](=[O:22])[N:3]=[C:2]2[NH:1][C:30]([O:32][CH2:33][CH2:34][C:35]1[CH:40]=[CH:39][C:38]([N+:41]([O-:43])=[O:42])=[CH:37][CH:36]=1)=[O:31] |f:1.2|. Reported procedure: A mixture of 1.54 g (5 mmol) of 4-amino-6,7-dimethyl-1-(2-deoxy-β-D-ribofuranosyl)-pteridine-2-one (56) and 1.87 g (6 mmol) of 1-methyl-3-[2(4-nitrophenyl)ethoxycarbonyl]imidazolium chloride (see Himmelsbach, et al. Tetrahedron 40: 59 (1984) which is herein incorporated by reference) in 80 mL of anhydrous DMF was stirred at room temperature over night. To this solution was slowly added 100 mL of H2O with stirring. The solution was then cooled and the precipitate collected by suction and, after w... The reactants are O1[C@@H](C1)COC1=C2C=CNC2=CC=C1 ((S)-(+)-4-(oxiranylmethoxy)-1H-indole), C(C(=O)O)(=O)O (oxalic acid), CO (methanol), C1(=CC=CC=C1)C=1CCNCC1 (4-phenyl-1,2,3,6-tetrahydropyridine). The solvent is C(C)(=O)OCC (ethyl acetate), C(C)(=O)OCC (ethyl acetate). Yields the product C(C(=O)O)(=O)O.N1C=CC2=C(C=CC=C12)OC[C@H](CN1CCC(=CC1)C1=CC=CC=C1)O ((2S)-(-)-1-(4-indolyloxy)-3-(4-phenyl-1,2,3,6-tetrahydropyridin-1-yl)-2-propanol ethanedioate). RXN SMILES: [O:1]1[CH2:3][C@H:2]1[CH2:4][O:5][C:6]1[CH:14]=[CH:13][CH:12]=[C:11]2[C:7]=1[CH:8]=[CH:9][NH:10]2.[C:15]1([C:21]2[CH2:22][CH2:23][NH:24][CH2:25][CH:26]=2)[CH:20]=[CH:19][CH:18]=[CH:17][CH:16]=1.[C:27]([OH:32])(=[O:31])[C:28]([OH:30])=[O:29].CO>C(OCC)(=O)C>[C:27]([OH:32])(=[O:31])[C:28]([OH:30])=[O:29].[NH:10]1[C:11]2[C:7](=[C:6]([O:5][CH2:4][C@@H:2]([OH:1])[CH2:3][N:24]3[CH2:23][CH:22]=[C:21]([C:15]4[CH:20]=[CH:19][CH:18]=[CH:17][CH:16]=4)[CH2:26][CH2:25]3)[CH:14]=[CH:13][CH:12]=2)[CH:8]=[CH:9]1 |f:5.6|. Procedure details: The title compound was prepared according to Example 1 from (S)-(+)-4-(oxiranylmethoxy)-1H-indole and 4-phenyl-1,2,3,6-tetrahydropyridine. The resulting free base was dissolved in ethyl acetate, and precipitated with one equivalent of oxalic acid in ethyl acetate in 60% overall yield as a white foam . FDMS m/e=348 (M+ of free base). α[D]589 =-17.09 (c=0.49 , methanol). Reactants: N1CCC(CC1)C1=CN(C2=CC=CC=C12)CC1=CSC=C1 (3-piperidin-4-yl-1-thiophen-3-ylmethyl-1H-indole), COC(C1=CC(=CC=C1)CBr)=O (3-bromomethyl-benzoic acid methyl ester). The product is S1C=C(C=C1)CN1C=C(C2=CC=CC=C12)C1CCN(CC1)CC=1C=C(C(=O)O)C=CC1 (3-[4-(1-thiophen-3-ylmethyl-1H-indol-3-yl)-piperidin-1-ylmethyl]-benzoic acid). Reaction SMILES: [NH:1]1[CH2:6][CH2:5][CH:4]([C:7]2[C:15]3[C:10](=[CH:11][CH:12]=[CH:13][CH:14]=3)[N:9]([CH2:16][C:17]3[CH:21]=[CH:20][S:19][CH:18]=3)[CH:8]=2)[CH2:3][CH2:2]1.C[O:23][C:24](=[O:33])[C:25]1[CH:30]=[CH:29][CH:28]=[C:27]([CH2:31]Br)[CH:26]=1>>[S:19]1[CH:20]=[CH:21][C:17]([CH2:16][N:9]2[C:10]3[C:15](=[CH:14][CH:13]=[CH:12][CH:11]=3)[C:7]([CH:4]3[CH2:5][CH2:6][N:1]([CH2:31][C:27]4[CH:26]=[C:25]([CH:30]=[CH:29][CH:28]=4)[C:24]([OH:33])=[O:23])[CH2:2][CH2:3]3)=[CH:8]2)=[CH:18]1. Procedure: This compound was prepared following the procedure described in example 117 (part C) starting with 0.1 g (0.38 mmol) of 3-piperidin-4-yl-1-thiophen-3-ylmethyl-1H-indole and 0.1 g (0.48 mmol) of 3-bromomethyl-benzoic acid methyl ester. The crude mixture was purified by HPLC-MS using a C-18 column, and 0.005 g (98% of purity) of the expected acid were isolated. Starting materials: C(#N)C=1C=C(C2=C(N=C(O2)C2=CC=C(C(=O)NC[C@@H]3CC[C@H](CC3)CC(=O)O)C=C2)C1)C(C)C ([trans-4-({[4-(5-cyano-7-isopropyl-1,3-benzoxazol-2-yl)benzoyl]amino}methyl)cyclohexyl]acetic acid), NC1=NC=CC(=C1)C(F)(F)F (2-amino-4-(trifluoromethyl)pyridine). Product: C(#N)C=1C=C(C2=C(N=C(O2)C2=CC=C(C(=O)NC[C@@H]3CC[C@H](CC3)CC(NC3=NC=CC(=C3)C(F)(F)F)=O)C=C2)C1)C(C)C (4-(5-Cyano-7-isopropyl-1,3-benzoxazol-2-yl)-N-{[trans-4-(2-oxo-2-{[4-(trifluoromethyl)pyridin-2-yl]amino}ethyl)cyclohexyl]methyl}benzamide). As a reaction SMILES: [C:1]([C:3]1[CH:4]=[C:5]([CH:32]([CH3:34])[CH3:33])[C:6]2[O:10][C:9]([C:11]3[CH:30]=[CH:29][C:14]([C:15]([NH:17][CH2:18][C@H:19]4[CH2:24][CH2:23][C@H:22]([CH2:25][C:26](O)=[O:27])[CH2:21][CH2:20]4)=[O:16])=[CH:13][CH:12]=3)=[N:8][C:7]=2[CH:31]=1)#[N:2].[NH2:35][C:36]1[CH:41]=[C:40]([C:42]([F:45])([F:44])[F:43])[CH:39]=[CH:38][N:37]=1>>[C:1]([C:3]1[CH:4]=[C:5]([CH:32]([CH3:34])[CH3:33])[C:6]2[O:10][C:9]([C:11]3[CH:30]=[CH:29][C:14]([C:15]([NH:17][CH2:18][C@H:19]4[CH2:24][CH2:23][C@H:22]([CH2:25][C:26](=[O:27])[NH:35][C:36]5[CH:41]=[C:40]([C:42]([F:44])([F:43])[F:45])[CH:39]=[CH:38][N:37]=5)[CH2:21][CH2:20]4)=[O:16])=[CH:13][CH:12]=3)=[N:8][C:7]=2[CH:31]=1)#[N:2]. Procedure: The title compound was prepared from [trans-4-({[4-(5-cyano-7-isopropyl-1,3-benzoxazol-2-yl)benzoyl]amino}methyl)cyclohexyl]acetic acid and 2-amino-4-(trifluoromethyl)pyridine as described in EXAMPLE 1. Mass spectrum (ESI) 604.1 (M+1). 1H NMR (500 MHz, CD3OD): δ 8.50 (d, J=5.0 Hz, 1H), 8.44 (s, 1H), 8.35 (d, J=8.0 Hz, 2H); 8.02 (d, J=8.5 Hz, 2H), 8.02 (d, J=1.5 Hz, 1H); 7.65 (s, 1H), 7.33 (d, J=5.0 Hz, 1H), 3.50 (septet, J=7.0 Hz, 1H), 3.26 (d, J=7.0 Hz, 2H), 2.35 (d, J=6.5 Hz, 2H), 185-1.70 (m,... Starting materials: C(C)(C)(C)OC(=O)C1CN(C1)CC1=CC=C(C=C1)C1=NOC(=N1)C1=NOC(=C1C(F)(F)F)C1=NC=CC=C1 (tert-butyl-1-(4-(5-(5-(pyridin-2-yl)-4-(trifluoromethyl)isoxazol-3-yl)-1,2,4-oxadiazol-3-yl)benzyl)azetidine-3-carboxylate), FC(C(=O)O)(F)F (trifluoroacetic acid). Run in ClCCl (dichloromethane). Conditions: time 30 minute. The product is N1=C(C=CC=C1)C1=C(C(=NO1)C1=NC(=NO1)C1=CC=C(CN2CC(C2)C(=O)O)C=C1)C(F)(F)F (1-(4-(5-(5-(pyridin-2-yl)-4-(trifluoromethyl)isoxazol-3-yl)-1,2,4-oxadiazol-3-yl)benzyl)azetidine-3-carboxylic acid). As a reaction SMILES: C([O:5][C:6]([CH:8]1[CH2:11][N:10]([CH2:12][C:13]2[CH:18]=[CH:17][C:16]([C:19]3[N:23]=[C:22]([C:24]4[C:28]([C:29]([F:32])([F:31])[F:30])=[C:27]([C:33]5[CH:38]=[CH:37][CH:36]=[CH:35][N:34]=5)[O:26][N:25]=4)[O:21][N:20]=3)=[CH:15][CH:14]=2)[CH2:9]1)=[O:7])(C)(C)C.FC(F)(F)C(O)=O>ClCCl>[N:34]1[CH:35]=[CH:36][CH:37]=[CH:38][C:33]=1[C:27]1[O:26][N:25]=[C:24]([C:22]2[O:21][N:20]=[C:19]([C:16]3[CH:17]=[CH:18][C:13]([CH2:12][N:10]4[CH2:11][CH:8]([C:6]([OH:7])=[O:5])[CH2:9]4)=[CH:14][CH:15]=3)[N:23]=2)[C:28]=1[C:29]([F:31])([F:30])[F:32]. Procedure details: To a solution of tert-butyl-1-(4-(5-(5-(pyridin-2-yl)-4-(trifluoromethyl)isoxazol-3-yl)-1,2,4-oxadiazol-3-yl)benzyl)azetidine-3-carboxylate (previous reaction) in dichloromethane (0.5 mL) was added trifluoroacetic acid (0.5 mL), and the mixture was stirred at room temperature for 30 min. The reaction mixture was concentrated under reduced pressure, and the residue was treated with triethylamine and re-concentrated. The product mixture was purified by flash silica gel chromatography using a mixtu... The reactants are C(C)(C)[C@H]1N=C(OC1)C1=C(C=CC=C1)NC=1C(=CC=CC1)NC1=C(C=CC=C1)C=1OC[C@H](N1)C(C)C (N1,N2-bis(2-((R)-4-isopropyl-4,5-dihydrooxazol-2-yl)phenyl)benzene-1,2-diamine), Mn(OTf)2, C1(CC1)C1=CC(=NC=C1)C=1C=NC(=NC1)N1C=C(C2=CC=C(C=C12)C(=O)OC)SC (Methyl 1-(5-(4-cyclopropylpyridin-2-yl)pyrimidin-2-yl)-3-(methylthio)-1H-indole-6-carboxylate), C(C)(=O)O (acetic acid), OO (hydrogen peroxide). Run in ClCCl (dichloromethane). Reaction conditions: temperature 6.5 celsius, time 30 minute. Product: C1(CC1)C1=CC(=NC=C1)C=1C=NC(=NC1)N1C=C(C2=CC=C(C=C12)C(=O)OC)S(=O)C (Methyl 1-(5-(4-cyclopropylpyridin-2-yl)pyrimidin-2-yl)-3-(methylsulfinyl)-1H-indole-6-carboxylate). RXN SMILES: C([C@@H]1C[O:7]C(C2C=CC=CC=2NC2C(NC3C=CC=CC=3C3OC[C@@H](C(C)C)N=3)=CC=CC=2)=N1)(C)C.[CH:37]1([C:40]2[CH:45]=[CH:44][N:43]=[C:42]([C:46]3[CH:47]=[N:48][C:49]([N:52]4[C:60]5[C:55](=[CH:56][CH:57]=[C:58]([C:61]([O:63][CH3:64])=[O:62])[CH:59]=5)[C:54]([S:65][CH3:66])=[CH:53]4)=[N:50][CH:51]=3)[CH:41]=2)[CH2:39][CH2:38]1.C(O)(=O)C.OO>ClCCl>[CH:37]1([C:40]2[CH:45]=[CH:44][N:43]=[C:42]([C:46]3[CH:51]=[N:50][C:49]([N:52]4[C:60]5[C:55](=[CH:56][CH:57]=[C:58]([C:61]([O:63][CH3:64])=[O:62])[CH:59]=5)[C:54]([S:65]([CH3:66])=[O:7])=[CH:53]4)=[N:48][CH:47]=3)[CH:41]=2)[CH2:38][CH2:39]1. Procedure: N1,N2-bis(2-((R)-4-isopropyl-4,5-dihydrooxazol-2-yl)phenyl)benzene-1,2-diamine (6.95 mg, 0.014 mmol) and Mn(OTf)2 (5.09 mg, 0.014 mmol; for synthesis and application of this ligand see: Dai. W. et al. Org. Lett. 2013, 15, 5658; Dai. W. et al. Org. Lett. 2013, 15, 4138) in dichloromethane (10 mL) were stirred at room temperature for 3 h. 333a) (0.3 g, 0.721 mmol), acetic acid (0.263 mL, 4.61 mmol) and 30% aqueous hydrogen peroxide solution (0.147 mL, 1.47 mmol) were added at room temperature and ...